describe an organic reaction: reactants, conditions, products, and yield From a dataset of the Open Reaction Database (ORD), a public repository of structured organic reaction records. Reactants: O=C([O-])O, CCOC(C)=O, O=C(Cl)C1CCCCC1, NC(Cc1cccc(C(F)(F)F)c1)C(O)c1ccc(F)cc1, [Na+], O. The product is O=C(NC(Cc1cccc(C(F)(F)F)c1)C(O)c1ccc(F)cc1)C1CCCCC1. As a reaction SMILES: [C:32](=[O:33])([O-:34])[OH:35].[CH3:37][CH2:38][O:39][C:40](=[O:41])[CH3:42].[CH:23]1([C:29](=[O:30])[Cl:31])[CH2:24][CH2:25][CH2:26][CH2:27][CH2:28]1.[NH2:1][CH:2]([CH:3]([OH:4])[c:5]1[cH:6][cH:7][c:8]([F:11])[cH:9][cH:10]1)[CH2:12][c:13]1[cH:14][c:15]([C:19]([F:20])([F:21])[F:22])[cH:16][cH:17][cH:18]1.[Na+:36].[OH2:43]>>[NH:1]([CH:2]([CH:3]([OH:4])[c:5]1[cH:6][cH:7][c:8]([F:11])[cH:9][cH:10]1)[CH2:12][c:13]1[cH:14][c:15]([C:19]([F:20])([F:21])[F:22])[cH:16][cH:17][cH:18]1)[C:29]([CH:23]1[CH2:24][CH2:25][CH2:26][CH2:27][CH2:28]1)=[O:30]. The reactants are FC1=C(C=CC=C1)NC(NC=1SC=C(N1)C(C(=O)OCC)=O)=O (ethyl 2-(3-o-fluorophenylureido)thiazol-4-ylglyoxylate), S1C(=S)N(C(=O)C1)CC(=O)O (rhodanine-3-acetic acid), [Cl-].[NH4+] (ammonium chloride), N (ammonia). The solvent is C(C)O (ethanol). The product is C(C)OC(=O)C(C=1N=C(SC1)NC(=O)NC1=C(C=CC=C1)F)=C1C(N(C(S1)=S)CC(=O)O)=O (5-{1-Ethoxycarbonyl-1-[2-(3-o-fluorophenylureido)thiazol-4-yl]methylene}rhodanine-3-acetic acid). Reaction SMILES: [F:1][C:2]1[CH:7]=[CH:6][CH:5]=[CH:4][C:3]=1[NH:8][C:9](=[O:23])[NH:10][C:11]1[S:12][CH:13]=[C:14]([C:16](=O)[C:17]([O:19][CH2:20][CH3:21])=[O:18])[N:15]=1.[S:24]1[CH2:30][C:28](=[O:29])[N:27]([CH2:31][C:32]([OH:34])=[O:33])[C:25]1=[S:26].[Cl-].[NH4+].N>C(O)C>[CH2:20]([O:19][C:17]([C:16](=[C:30]1[S:24][C:25](=[S:26])[N:27]([CH2:31][C:32]([OH:34])=[O:33])[C:28]1=[O:29])[C:14]1[N:15]=[C:11]([NH:10][C:9]([NH:8][C:3]2[CH:4]=[CH:5][CH:6]=[CH:7][C:2]=2[F:1])=[O:23])[S:12][CH:13]=1)=[O:18])[CH3:21] |f:2.3|. Procedure: Following a procedure similar to that described in Example 1, the desired compound was prepared from 1.7 g of ethyl 2-(3-o-fluorophenylureido)thiazol-4-ylglyoxylate, 0.96 g of rhodanine-3-acetic acid, 0.5 g of ammonium chloride, 0.5 ml of 28% v/v aqueous ammonia and 20 ml of ethanol. The resulting product was a yellow powder having the following physical properties. The reactants are CC1CCC(N1)=O (5-methylpyrrolidin-2-one), BrC1=CC=C(C=N1)C(=O)N1CCN(CC1)C1=NC=C(C=C1C1CC1)C1CC1 ((6-bromopyridin-3-yl) [4-(3,5-dicyclopropylpyridin-2-yl)piperazin-1-yl]methanone). The product is C1(CC1)C=1C(=NC=C(C1)C1CC1)N1CCN(CC1)C(=O)C=1C=CC(=NC1)N1C(CCC1C)=O (1-{5-[4-(3,5-dicyclopropylpyridin-2-yl)piperazine-1-carbonyl]pyridin-2-yl}-5-methylpyrrolidin-2-one). Yield: 2987.4%. Reaction SMILES: [CH3:1][CH:2]1[NH:6][C:5](=[O:7])[CH2:4][CH2:3]1.Br[C:9]1[N:14]=[CH:13][C:12]([C:15]([N:17]2[CH2:22][CH2:21][N:20]([C:23]3[C:28]([CH:29]4[CH2:31][CH2:30]4)=[CH:27][C:26]([CH:32]4[CH2:34][CH2:33]4)=[CH:25][N:24]=3)[CH2:19][CH2:18]2)=[O:16])=[CH:11][CH:10]=1>>[CH:29]1([C:28]2[C:23]([N:20]3[CH2:19][CH2:18][N:17]([C:15]([C:12]4[CH:11]=[CH:10][C:9]([N:6]5[CH:2]([CH3:1])[CH2:3][CH2:4][C:5]5=[O:7])=[N:14][CH:13]=4)=[O:16])[CH2:22][CH2:21]3)=[N:24][CH:25]=[C:26]([CH:32]3[CH2:34][CH2:33]3)[CH:27]=2)[CH2:30][CH2:31]1. Procedure details: Using 5-methylpyrrolidin-2-one (99 mg) and (6-bromopyridin-3-yl) [4-(3,5-dicyclopropylpyridin-2-yl)piperazin-1-yl]methanone (4.27 mg) described in Preparation Example 143 and by the reaction and treatment in the same manner as in Example 1, the title compound (133 mg) was obtained. The reactants are CC1(OC2=C(CCC1)C(=C(C=C2C(=O)OC)Cl)NC(C)=O)C (methyl 2,2-dimethyl-6-acetylamino-7-chloro-2,3,4,5-tetrahydro-1-benzoxepin-9-carboxylate), [OH-].[Na+] (sodium hyroxide). Run in CO (methanol). The product is EtOAc hexanes, CC1(OC2=C(CCC1)C(=C(C=C2C(=O)O)Cl)N)C (2,2-dimethyl-6-amino-7-chloro-2,3,4,5-tetrahydro-1-benzoxepin-9-carboxylic acid). Isolated yield 30.0%. Reaction SMILES: [CH3:1][C:2]1([CH3:22])[CH2:8][CH2:7][CH2:6][C:5]2[C:9]([NH:18]C(=O)C)=[C:10]([Cl:17])[CH:11]=[C:12]([C:13]([O:15]C)=[O:14])[C:4]=2[O:3]1.[OH-].[Na+]>CO>[CH3:1][C:2]1([CH3:22])[CH2:8][CH2:7][CH2:6][C:5]2[C:9]([NH2:18])=[C:10]([Cl:17])[CH:11]=[C:12]([C:13]([OH:15])=[O:14])[C:4]=2[O:3]1 |f:1.2|. Procedure details: To a solution of 5.46 g (16.8 mmol) of methyl 2,2-dimethyl-6-acetylamino-7-chloro-2,3,4,5-tetrahydro-1-benzoxepin-9-carboxylate in 10 ml of methanol is added 10 ml of a 10% aqueous sodium hyroxide solution in a single portion at room temperature. The solution is heated to reflux and refluxing maintained for 2 hours. After cooling, methanol is removed in vacuo and the residue is diluted with water. The pH of this solution is adjusted to 7 with 1N HCl. The neutral solution is extracted with CH2Cl2... The reactants are C(=O)C1=CN(C2=NC(=C(N=C21)C2=CC=C(C=C2)C)C2=CC=C(C=C2)C)CCCCCCC(=O)OCC (ethyl 7-(7-formyl-2,3di-p-tolyl-5H-pyrrolo[2,3-b]pyrazin-5-yl)heptanoate), C(=O)C1=CN(C2=NC(=C(N=C21)C2=CC=C(C=C2)C)C2=CC=C(C=C2)C)CCCCCCC(=O)OCC (ethyl 7-(7-formyl-2,3di-p-tolyl-5H-pyrrolo[2,3-b]pyrazin-5-yl)heptanoate), C1(CC1)C1=CC=2C(=NC(=C(N2)C2=CC=C(C=C2)C)C2=CC=C(C=C2)C)N1CCCCCCC(=O)O (7-(6-cyclopropyl-2,3-di-p-tolyl-5H-pyrrolo[2,3-b]pyrazin-5-yl)heptanoic acid). The product is C(=O)C1=CN(C2=NC(=C(N=C21)C2=CC=C(C=C2)C)C2=CC=C(C=C2)C)CCCCCCC(=O)O (7-(7-Formyl-2,3di-p-tolyl-5H-pyrrolo[2,3-b]pyrazin-5-yl)heptanoic acid). RXN SMILES: [CH:1]([C:3]1[C:11]2[C:6](=[N:7][C:8]([C:19]3[CH:24]=[CH:23][C:22]([CH3:25])=[CH:21][CH:20]=3)=[C:9]([C:12]3[CH:17]=[CH:16][C:15]([CH3:18])=[CH:14][CH:13]=3)[N:10]=2)[N:5]([CH2:26][CH2:27][CH2:28][CH2:29][CH2:30][CH2:31][C:32]([O:34]CC)=[O:33])[CH:4]=1)=[O:2].C1(C2N(CCCCCCC(O)=O)C3=NC(C4C=CC(C)=CC=4)=C(C4C=CC(C)=CC=4)N=C3C=2)CC1>>[CH:1]([C:3]1[C:11]2[C:6](=[N:7][C:8]([C:19]3[CH:24]=[CH:23][C:22]([CH3:25])=[CH:21][CH:20]=3)=[C:9]([C:12]3[CH:13]=[CH:14][C:15]([CH3:18])=[CH:16][CH:17]=3)[N:10]=2)[N:5]([CH2:26][CH2:27][CH2:28][CH2:29][CH2:30][CH2:31][C:32]([OH:34])=[O:33])[CH:4]=1)=[O:2]. Procedure details: The titled compound was prepared from ethyl 7-(7-formyl-2,3di-p-tolyl-5H-pyrrolo[2,3-b]pyrazin-5-yl)heptanoate (Intermediate C) analgously to 7-(6-cyclopropyl-2,3-di-p-tolyl-5H-pyrrolo[2,3-b]pyrazin-5-yl)heptanoic acid (Example 1 step 7); Reactants: N(=O)OC(C)(C)C (tert-butyl nitrite), NC1=C(C=C(C2=CC(=CC=C12)OC(C)(C)C)[N+](=O)[O-])Br (1-amino-2-bromo-6-tert-butoxy-4-nitronaphthalene), B(F)(F)F.CCOCC (BF3.OEt2), O[PH2]=O (H3PO2), CuO2. The solvent is C(Cl)Cl (CH2Cl2), C(Cl)Cl (CH2Cl2). Run at temperature -15 celsius, time 1 hour. The product is BrC=1C=C(C2=CC(=CC=C2C1)OC(C)(C)C)[N+](=O)[O-] (3-Bromo-7-tert-butoxy-1-nitronaphthalene). RXN SMILES: N[C:2]1[C:11]2[C:6](=[CH:7][C:8]([O:12][C:13]([CH3:16])([CH3:15])[CH3:14])=[CH:9][CH:10]=2)[C:5]([N+:17]([O-:19])=[O:18])=[CH:4][C:3]=1[Br:20].B(F)(F)F.CCOCC.N(OC(C)(C)C)=O.O[PH2]=O>C(Cl)Cl>[Br:20][C:3]1[CH:4]=[C:5]([N+:17]([O-:19])=[O:18])[C:6]2[C:11]([CH:2]=1)=[CH:10][CH:9]=[C:8]([O:12][C:13]([CH3:16])([CH3:14])[CH3:15])[CH:7]=2 |f:1.2|. Procedure: To a stirred solution of 1-amino-2-bromo-6-tert-butoxy-4-nitronaphthalene, as described above in Step F, (2.40 g, 7.08 mmol) in CH2Cl2 (150 mL), at −15° C., was added BF3.OEt2 (1.35 mL, 10.6 mmol). To this mixture was added a solution of 90% tert-butyl nitrite (1.12 mL, 8.49 mmol) in CH2Cl2 (9 mL), dropwise. The reaction mixture was stirred at −15° C. for 1 hour, then 50 wt % H3PO2 (9.34 mL, 70.8 mmol) and CuO2 (50 mg, 0.349 mmol) were added and the resulting mixture was stirred vigorously at 0°... Reactants: [Br-], CC[Mg+], C1CCOC1, CCN1CCC(C)(C)c2cc(C(C)C)cc(C=O)c21. Product: CCC(O)c1cc(C(C)C)cc2c1N(CC)CCC2(C)C. RXN SMILES: [Br-:20].[CH2:21]([CH3:22])[Mg+:23].[CH2:24]1[O:25][CH2:26][CH2:27][CH2:28]1.[CH:1]([CH3:2])([CH3:3])[c:4]1[cH:5][c:6]2[c:11]([c:12]([CH:14]=[O:15])[cH:13]1)[N:10]([CH2:16][CH3:17])[CH2:9][CH2:8][C:7]2([CH3:18])[CH3:19]>>[CH:1]([CH3:2])([CH3:3])[c:4]1[cH:5][c:6]2[c:11]([c:12]([CH:14]([OH:15])[CH2:21][CH3:22])[cH:13]1)[N:10]([CH2:16][CH3:17])[CH2:9][CH2:8][C:7]2([CH3:18])[CH3:19]. The reactants are CO (methanol), I(=O)(=O)(=O)[O-].[Na+] (sodium metaperiodate), [C@@H]1([C@H](O)[C@H](O)[C@@H](CO)O1)N1C=NC=2C(N)=NC=NC12 (adenosine), NC1=NC=CC=N1 (2-aminopyrimidine). The solvent is O (water), O (water). Run at time 5 hour. The product is OC1N(C([C@H](O[C@H]1N1C2=NC=NC(=C2N=C1)N)CO)O)C1=NC=CC=N1 (9-[(2R, 6R)-3,5-dihydroxy-6-hydroxymethyl-4-(2-pyrimidinyl)morpholin-2-yl]adenine). As a reaction SMILES: I([O-])(=O)(=O)=O.[Na+].[C@@H:7]1([N:16]2[C:25]3[N:24]=[CH:23][N:22]=[C:20]([NH2:21])[C:19]=3[N:18]=[CH:17]2)[O:15][C@H:12]([CH2:13][OH:14])[C@@H:10]([OH:11])[C@H:8]1[OH:9].[NH2:26][C:27]1[N:32]=[CH:31][CH:30]=[CH:29][N:28]=1.CO>O>[OH:9][CH:8]1[C@H:7]([N:16]2[CH:17]=[N:18][C:19]3[C:25]2=[N:24][CH:23]=[N:22][C:20]=3[NH2:21])[O:15][C@H:12]([CH2:13][OH:14])[CH:10]([OH:11])[N:26]1[C:27]1[N:32]=[CH:31][CH:30]=[CH:29][N:28]=1 |f:0.1|. Reported procedure: A solution of sodium metaperiodate (2.13 g) in water (25 ml) was added to a suspension of adenosine (2.67 g) and 2-aminopyrimidine in water (25 ml) at 15° C. The mixture was stirred at ambient temperature for five hours. To the reaction mixture was added methanol (50 ml). A precipitate was filtered off and the filtrate was evaporated in vacuo at 35° C. The residue was triturated with acetone to give 9-[(2R, 6R)-3,5-dihydroxy-6-hydroxymethyl-4-(2-pyrimidinyl)morpholin-2-yl]adenine (3.64 g). Reactants: C(CCCCCCC)SC (methyl octyl sulfide), C(C(=O)C1=CC=CC=C1)Br (phenacyl bromide), F[Sb-](F)(F)(F)(F)F.[Na+] (sodium hexafluoroantimonate). Solvent: CC(=O)C (acetone). Run at time 15 minute. Yields the product F[Sb-](F)(F)(F)(F)F.C[S+](CC(=O)C1=CC=CC=C1)CCCCCCCC (methyl octylphenacylsulfonium hexafluoroantimonate). Yield: 83.7%. Reaction SMILES: [CH2:1]([S:9][CH3:10])[CH2:2][CH2:3][CH2:4][CH2:5][CH2:6][CH2:7][CH3:8].[CH2:11](Br)[C:12]([C:14]1[CH:19]=[CH:18][CH:17]=[CH:16][CH:15]=1)=[O:13].[F:21][Sb-:22]([F:27])([F:26])([F:25])([F:24])[F:23].[Na+]>CC(C)=O>[F:21][Sb-:22]([F:27])([F:26])([F:25])([F:24])[F:23].[CH3:10][S+:9]([CH2:1][CH2:2][CH2:3][CH2:4][CH2:5][CH2:6][CH2:7][CH3:8])[CH2:11][C:12]([C:14]1[CH:19]=[CH:18][CH:17]=[CH:16][CH:15]=1)=[O:13] |f:2.3,5.6|. Reported procedure: Into a 100 mL round bottom flask equipped with a magnetic stirrer and reflux condenser were placed 16.0 g (0.1 mol) methyl octyl sulfide (obtained from the Aldrich Chemical Co.), 19.9 g (0.1 mol) phenacyl bromide, 25.87 g (0.1 mol) sodium hexafluoroantimonate and 40 mL acetone. The reaction mixture was brought to reflux and held at this temperature for 15 minutes. The mixture was filtered through a plug of glass wool (to remove the sodium bromide which was formed during the reaction) and the sol... The reactants are S(=O)(Cl)Cl (thionyl chloride), CN(C=O)C (dimethylformamide), C1(CCCCC1)NC1CCCC1 (N-cyclohexyl-N-cyclopentyl amine), acid chloride, C1CCOC1 (THF). Run in C1=CC=CC=C1 (benzene). Yields the product C(=O)(O)C1=CC=C(C=O)C=C1 (4-carboxybenzaldehyde), amide. RXN SMILES: S(Cl)(Cl)=[O:2].CN(C)[CH:7]=[O:8].[CH:10]1(NC2CCCC2)[CH2:15][CH2:14][CH2:13][CH2:12][CH2:11]1.C1[CH2:26][O:25]CC1>C1C=CC=CC=1>[C:26]([C:10]1[CH:11]=[CH:12][C:13]([CH:7]=[O:8])=[CH:14][CH:15]=1)([OH:25])=[O:2]. Procedure: The acid chloride of 4-carboxybenzaldehyde (7.0 g, 46.5 mmol) was prepared in the same manner as in Example 29 using thionyl chloride (3.5 mL) and dimethylformamide (0.34 mL) in benzene (250 mL). The amide was prepared from the acid chloride in the same manner and using the same workup procedure as in Example 29 using N-cyclohexyl-N-cyclopentyl amine (15.6 g, 93.1 mmol) in THF (150 mL) at 0° C. The crude product was suitable for use without further purification.